Dataset: the Open Reaction Database (ORD), a public repository of structured organic reaction records. Task: describe an organic reaction: reactants, conditions, products, and yield Starting materials: OC1=C(C=C(C(=O)O)C=C1)Cl (4-hydroxy-3-chlorobenzoic acid), C(CCCCCCCCCCC)Br (n-dodecyl bromide), [OH-].[Na+] (sodium hydroxide). The product is C(CCCCCCCCCCC)OC1=C(C=C(C(=O)O)C=C1)Cl (4-dodecyloxy-3-chlorobenzoic acid). RXN SMILES: [OH:1][C:2]1[CH:10]=[CH:9][C:5]([C:6]([OH:8])=[O:7])=[CH:4][C:3]=1[Cl:11].[CH2:12](Br)[CH2:13][CH2:14][CH2:15][CH2:16][CH2:17][CH2:18][CH2:19][CH2:20][CH2:21][CH2:22][CH3:23].[OH-].[Na+]>>[CH2:23]([O:1][C:2]1[CH:10]=[CH:9][C:5]([C:6]([OH:8])=[O:7])=[CH:4][C:3]=1[Cl:11])[CH2:22][CH2:21][CH2:20][CH2:19][CH2:18][CH2:17][CH2:16][CH2:15][CH2:14][CH2:13][CH3:12] |f:2.3|. Procedure: In the same manner as described in Referential Example 15, 4-hydroxy-3-chlorobenzoic acid was reacted with n-dodecyl bromide in an aqueous solution of sodium hydroxide to obtain 4-dodecyloxy-3-chlorobenzoic acid. Then, thionyl chloride was added to 2 g of the so-obtained compound, reaction was carried out under reflux for 3 hours, and unreacted thionyl chloride was removed by distillation, whereby 4-dodecyloxy-3-chlorobenzoic acid chloride was quantitatively obtained. The so-obtained compound wa... Reactants: OCCC1C(O1)(C)C1C2(CO2)CCC(C1OC)OC(=O)N1CCOCC1 (4-[3-(2-hydroxyethyl)-2-methyloxiranyl]-5-methoxy-6-(morpholinocarbonyloxy)-1-oxaspiro[2,5]octane), BrCC(=O)OCC (ethyl bromoacetate), [H-].[Na+] (sodium hydride). Run in C1(=CC=CC=C1)C (toluene), CN(C=O)C (N,N-dimethylformamide). Reaction conditions: time 3 hour. Yields the product C(C)OC(=O)COCCC1C(O1)(C)C1C2(CO2)CCC(C1OC)OC(=O)N1CCOCC1 (4-[3-(2-ethoxycarbonylmethoxyethyl)-2-methyloxiranyl]-5-methoxy-6-(morpholinocarbonyloxy)-1-oxaspiro[2,5]octane). The yield is 71.3%. RXN SMILES: [OH:1][CH2:2][CH2:3][CH:4]1[O:6][C:5]1([CH:8]1[CH:15]([O:16][CH3:17])[CH:14]([O:18][C:19]([N:21]2[CH2:26][CH2:25][O:24][CH2:23][CH2:22]2)=[O:20])[CH2:13][CH2:12][C:9]21[O:11][CH2:10]2)[CH3:7].[H-].[Na+].Br[CH2:30][C:31]([O:33][CH2:34][CH3:35])=[O:32]>C1(C)C=CC=CC=1.CN(C)C=O>[CH2:34]([O:33][C:31]([CH2:30][O:1][CH2:2][CH2:3][CH:4]1[O:6][C:5]1([CH:8]1[CH:15]([O:16][CH3:17])[CH:14]([O:18][C:19]([N:21]2[CH2:22][CH2:23][O:24][CH2:25][CH2:26]2)=[O:20])[CH2:13][CH2:12][C:9]21[O:11][CH2:10]2)[CH3:7])=[O:32])[CH3:35] |f:1.2|. Procedure: To a solution of 4-[3-(2-hydroxyethyl)-2-methyloxiranyl]-5-methoxy-6-(morpholinocarbonyloxy)-1-oxaspiro[2,5]octane (76.2 mg) in a mixture of toluene (2 ml) and N,N-dimethylformamide (1 ml) was added sodium hydride (20.5 mg) in one portion under ice cooling. The mixture was stirred for half an hour at the same temperature and ethyl bromoacetate (68.5 mg) was added. After stirred for 3 hours at ambient temperature, the reaction mixture was quenched with aqueous saturated ammonium chloride solution... Starting materials: Br.C(C1=CC=CC=C1)C1CCN(CC1)CCOC1=CC=C(C=C1)[N+](=O)[O-] (4-benzyl-1-(2-(4-nitrophenoxy)ethyl)piperidine hydrobromide), CCOCC (Ether). The reagents and catalysts are [Pd] (Pd/C). The solvent is CO (MeOH). Reaction conditions: temperature 25 celsius, time 2.25 hour. The product is Br.Br.NC1=CC=C(OCCN2CCC(CC2)CC2=CC=CC=C2)C=C1 (1-(2-(4-Aminophenoxy)ethyl)-4-benzylpiperidine dihydrobromide). Yield: 119.9%. Reaction SMILES: [BrH:1].[CH2:2]([CH:9]1[CH2:14][CH2:13][N:12]([CH2:15][CH2:16][O:17][C:18]2[CH:23]=[CH:22][C:21]([N+:24]([O-])=O)=[CH:20][CH:19]=2)[CH2:11][CH2:10]1)[C:3]1[CH:8]=[CH:7][CH:6]=[CH:5][CH:4]=1.CCOCC>CO.[Pd]>[BrH:1].[BrH:1].[NH2:24][C:21]1[CH:20]=[CH:19][C:18]([O:17][CH2:16][CH2:15][N:12]2[CH2:11][CH2:10][CH:9]([CH2:2][C:3]3[CH:8]=[CH:7][CH:6]=[CH:5][CH:4]=3)[CH2:14][CH2:13]2)=[CH:23][CH:22]=1 |f:0.1,5.6.7|. Procedure details: A mixture of 4-benzyl-1-(2-(4-nitrophenoxy)ethyl)piperidine hydrobromide (900 mg, 2.14 mmol) and Pd/C (10%; 100 mg) in MeOH (50 mL) was shaken under H2 (20-30 psi, Parr) for 2.25 h at 25° C. The catalyst was removed by filtration (Celite). The resulting solution was acidified with a dilute solution of HBr in MeOH. The MeOH was removed in vacuo (rotoevap) to give a syrup. Ether (45 mL) was added and the resulting mixture was vigorously stirred at 25° C. for 48 h. A gray suspension was obtained. T... Reactants: C1NCC12COC2, N#CC1(NC(=O)C2CC(S(=O)(=O)c3ccccc3)CC2C(=O)O)CC1. Yields the product N#CC1(NC(=O)C2CC(S(=O)(=O)c3ccccc3)CC2C(=O)N2CC3(COC3)C2)CC1. Reaction SMILES: [CH2:26]1[O:27][CH2:28][C:29]12[CH2:30][NH:31][CH2:32]2.[c:1]1([S:7](=[O:8])(=[O:9])[CH:10]2[CH2:11][CH:12]([C:18]([NH:19][C:20]3([C:23]#[N:24])[CH2:21][CH2:22]3)=[O:25])[CH:13]([C:15](=[O:16])[OH:17])[CH2:14]2)[cH:2][cH:3][cH:4][cH:5][cH:6]1>>[c:1]1([S:7](=[O:8])(=[O:9])[CH:10]2[CH2:11][CH:12]([C:18]([NH:19][C:20]3([C:23]#[N:24])[CH2:21][CH2:22]3)=[O:25])[CH:13]([C:15](=[O:17])[N:31]3[CH2:30][C:29]4([CH2:26][O:27][CH2:28]4)[CH2:32]3)[CH2:14]2)[cH:2][cH:3][cH:4][cH:5][cH:6]1.